Dataset: the Open Reaction Database (ORD), a public repository of structured organic reaction records. Task: describe an organic reaction: reactants, conditions, products, and yield Starting materials: ClC=1C=CC2=C(C(NCC=3N2C(=NN3)C)=S)C1 (8-chloro-4,5-dihydro-1-methyl-6H-s-triazolo[4,3-a][1,4]benzodiazepine-6-thione), N1CCCCC1 (piperidine). Solvent: O (water). Yields the product ClC=1C=CC2=C(C(=NCC=3N2C(=NN3)C)N3CCCCC3)C1 (8-Chloro-1-methyl-6-piperidino-4H-s-triazolo[4,3-a][1,4]benzodiazepine). Isolated yield 57.0%. As a reaction SMILES: [Cl:1][C:2]1[CH:3]=[CH:4][C:5]2[N:11]3[C:12]([CH3:15])=[N:13][N:14]=[C:10]3[CH2:9][NH:8][C:7](=S)[C:6]=2[CH:17]=1.[NH:18]1[CH2:23][CH2:22][CH2:21][CH2:20][CH2:19]1>O>[Cl:1][C:2]1[CH:3]=[CH:4][C:5]2[N:11]3[C:12]([CH3:15])=[N:13][N:14]=[C:10]3[CH2:9][N:8]=[C:7]([N:18]3[CH2:23][CH2:22][CH2:21][CH2:20][CH2:19]3)[C:6]=2[CH:17]=1. Reported procedure: A stirred solution of 8-chloro-4,5-dihydro-1-methyl-6H-s-triazolo[4,3-a][1,4]benzodiazepine-6-thione (VIIIa) (2.65 g., 0.01 mole) and piperidine (25 ml.) was refluxed for 18 hours, under nitrogen. The solution was mixed with cold water and extracted with methylene chloride. The extract was washed with water, then brine, dried (Na2SO4) and concentrated in vacuo. The solid residue was mixed with ethyl acetate and collected by filtration; it was recrystallized from a methylene chloride/methanol/eth...